From a dataset of the Open Reaction Database (ORD), a public repository of structured organic reaction records. describe an organic reaction: reactants, conditions, products, and yield Starting materials: C(C)(C)C1=C(C(=CC=C1)C(C)C)NC(C(=O)NC1=C(C=CC(=C1)C)O)=O (N-(2,6-Diisopropylphenyl)-N′-(2-hydroxy-5-methylphenyl)-oxalamide), C(C)(=O)OCC (ethyl acetate), C1C2CC3CC1CC(C2)(C3)O (1-adamantol), OS(=O)(=O)O (H2SO4). Solvent: C(Cl)Cl (CH2Cl2), hexanes. Conditions: time 24 hour. Yields the product C(C)(C)C1=C(C(=CC=C1)C(C)C)NC(C(=O)NC1=C(C(=CC(=C1)C)C12CC3CC(CC(C1)C3)C2)O)=O (N-(2,6-diisopropylphenyl)-N′-(2-hydroxy-3-(adamant-1-yl)-5-methylphenyl)-oxalamide). Yield: 48.4%. As a reaction SMILES: [CH:1]([C:4]1[CH:9]=[CH:8][CH:7]=[C:6]([CH:10]([CH3:12])[CH3:11])[C:5]=1[NH:13][C:14](=[O:26])[C:15]([NH:17][C:18]1[CH:23]=[C:22]([CH3:24])[CH:21]=[CH:20][C:19]=1[OH:25])=[O:16])([CH3:3])[CH3:2].[CH2:27]1[CH:32]2[CH2:33][C:34]3(O)[CH2:36][CH:30]([CH2:31]2)[CH2:29][CH:28]1[CH2:35]3.OS(O)(=O)=O.C(OCC)(=O)C>C(Cl)Cl>[CH:1]([C:4]1[CH:9]=[CH:8][CH:7]=[C:6]([CH:10]([CH3:12])[CH3:11])[C:5]=1[NH:13][C:14](=[O:26])[C:15]([NH:17][C:18]1[CH:23]=[C:22]([CH3:24])[CH:21]=[C:20]([C:28]23[CH2:29][CH:30]4[CH2:36][CH:34]([CH2:33][CH:32]([CH2:31]4)[CH2:27]2)[CH2:35]3)[C:19]=1[OH:25])=[O:16])([CH3:2])[CH3:3]. Procedure: N-(2,6-Diisopropylphenyl)-N′-(2-hydroxy-5-methylphenyl)-oxalamide (5.59 g, 15.5 mmol, 1.0 eq), prepared according to the synthesis method described in Example 8, and 1-adamantol (2.83 g, 18.6 mmol, 1.2 eq) were dissolved in CH2Cl2 (150 ml), forming a suspension. To this suspension was then added concentrated H2SO4 (1 ml). After addition of the acid, the solids eventually went into solution. After stirring at room temperature for 24 hours, the TLC (9:1 hexanes:ethyl acetate, visualized by UV) sho... Reactants: COC([C@@H](NC(C(CSC(C)=O)CC1=CC=CC=C1)=O)CCSC)=O (N-[3-Acetylthio-2(R,S)-Benzylpropionyl]-L-Methionine Methyl Ester), [OH-].[Na+] (NaOH). Solvent: CO (methanol). Yields the product SCC(C(=O)N[C@@H](CCSC)C(=O)O)CC1=CC=CC=C1 (N-[3-Mercapto-2(R,S)-Benzylpropionyl]-L-Methionine). RXN SMILES: C[O:2][C:3](=[O:25])[C@H:4]([CH2:21][CH2:22][S:23][CH3:24])[NH:5][C:6](=[O:20])[CH:7]([CH2:13][C:14]1[CH:19]=[CH:18][CH:17]=[CH:16][CH:15]=1)[CH2:8][S:9]C(=O)C.[OH-].[Na+]>CO>[SH:9][CH2:8][CH:7]([CH2:13][C:14]1[CH:15]=[CH:16][CH:17]=[CH:18][CH:19]=1)[C:6]([NH:5][C@H:4]([C:3]([OH:25])=[O:2])[CH2:21][CH2:22][S:23][CH3:24])=[O:20] |f:1.2|. Procedure details: Dissolve the product of Step 1 in methanol (20 ml) and treat with 1N NaOH (20.4 ml) as described in Example 1, Step 2 to give the title compound, a white solid, m.p. 132°-5°, [α]D26 =-34.6° (MeOH). The reactants are C(C=C)[Mg]Cl (allylmagnesium chloride), COCC(=O)C1=CC=CC=C1 (2-Methoxy-1-phenyl-ethanone), [NH4+].[Cl-] (NH4Cl). Solvent: O1CCCC1 (tetrahydrofuran), O1CCCC1 (tetrahydrofuran). Run at time 3 hour. Product: COCC(CC=C)(O)C1=CC=CC=C1 (1-Methoxy-2-phenyl-pent-4-en-2-ol). RXN SMILES: [CH3:1][O:2][CH2:3][C:4]([C:6]1[CH:11]=[CH:10][CH:9]=[CH:8][CH:7]=1)=[O:5].[CH2:12]([Mg]Cl)[CH:13]=[CH2:14].[NH4+].[Cl-]>O1CCCC1>[CH3:1][O:2][CH2:3][C:4]([C:6]1[CH:11]=[CH:10][CH:9]=[CH:8][CH:7]=1)([OH:5])[CH2:14][CH:13]=[CH2:12] |f:2.3|. Procedure: 2-Methoxy-1-phenyl-ethanone (5.00 g) dissolved in tetrahydrofuran (50 mL) was added to 2 M allylmagnesium chloride in tetrahydrofuran (21 mL) at room temperature. The solution was stirred at room temperature for 3 h and then 10% aqueous NH4Cl solution (50 mL) was added. The resulting mixture was extracted with tert-butyl methyl ether (3×50 mL) and the combined extracts were washed with water (50 mL) and brine (50 mL). The solvent was evaporated to afford the title compound as a colorless oil. Starting materials: C(#N)C=1C(=NC(=NC1OCCOCP(=O)(OC(C)C)OC(C)C)N)N (5-Cyano-2,4-diamino-6-[2-(diisopropoxyphosphorylmethoxy)ethoxy]pyrimidine), S(O)(O)(=O)=O (sulfuric acid). Reagents/catalysts: [Pd] (palladium on charcoal). Run in O (water). Product: C(=O)C=1C(=NC(=NC1OCCOCP(=O)(OC(C)C)OC(C)C)N)N (5-formyl-2,4-diamino-6-[2-(diisopropoxyphosphorylmethoxy)ethoxy]pyrimidine). Isolated yield 42.0%. RXN SMILES: [C:1]([C:3]1[C:4]([NH2:25])=[N:5][C:6]([NH2:24])=[N:7][C:8]=1[O:9][CH2:10][CH2:11][O:12][CH2:13][P:14]([O:20][CH:21]([CH3:23])[CH3:22])([O:16][CH:17]([CH3:19])[CH3:18])=[O:15])#N.S(=O)(=O)(O)[OH:27]>O.[Pd]>[CH:1]([C:3]1[C:4]([NH2:25])=[N:5][C:6]([NH2:24])=[N:7][C:8]=1[O:9][CH2:10][CH2:11][O:12][CH2:13][P:14]([O:20][CH:21]([CH3:23])[CH3:22])([O:16][CH:17]([CH3:19])[CH3:18])=[O:15])=[O:27]. Reported procedure: 5-Cyano-2,4-diamino-6-[2-(diisopropoxyphosphorylmethoxy)ethoxy]pyrimidine (1.5 g, 4 mmol) was hydrogenated in water (36 ml) and sulfuric acid (6 ml) over 5% palladium on charcoal (0.25 g) under stirring for 20 h at room temperature. The mixture was filtered through a pad of Celite and the catalyst was washed with hot water and hot methanol (100 ml each). The filtrate was neutralized with aqueous NaOH and solvents evaporated. The residue was mixed with hot methanol, salts were filtered off and th...